Dataset: the Open Reaction Database (ORD), a public repository of structured organic reaction records. Task: describe an organic reaction: reactants, conditions, products, and yield The reactants are [BH4-], CC(C)(C)c1cc2[nH]c(=O)c(=O)[nH]c2cc1SC#N, CC(=O)O, CO, [Na+], [Na], S. Product: CC(C)(C)c1cc2[nH]c(=O)c(=O)[nH]c2cc1S. As a reaction SMILES: [BH4-:22].[C:1]([CH3:2])([CH3:3])([CH3:4])[c:5]1[cH:6][c:7]2[nH:8][c:9](=[O:19])[c:10](=[O:18])[nH:11][c:12]2[cH:13][c:14]1[S:15][C:16]#[N:17].[C:26]([OH:27])(=[O:28])[CH3:29].[CH3:24][OH:25].[Na+:23].[Na:21].[SH2:20]>>[C:1]([CH3:2])([CH3:3])([CH3:4])[c:5]1[cH:6][c:7]2[nH:8][c:9](=[O:19])[c:10](=[O:18])[nH:11][c:12]2[cH:13][c:14]1[SH:15]. Starting materials: BrC1=CC=CC2=CC=CC=C12 (1-bromonaphthalene), C(C=C)(=O)Cl (acryloyl chloride), [Cl-].[Al+3].[Cl-].[Cl-] (aluminium chloride). The product is BrC1=CC=CC2=CC(=CC=C12)C(C=C)=O (1-bromo-6-acryloylnaphthalene). The yield is 4.2%. As a reaction SMILES: [Br:1][C:2]1[C:11]2[C:6](=[CH:7][CH:8]=[CH:9][CH:10]=2)[CH:5]=[CH:4][CH:3]=1.[C:12](Cl)(=[O:15])[CH:13]=[CH2:14].[Cl-].[Al+3].[Cl-].[Cl-]>>[Br:1][C:2]1[C:11]2[C:6](=[CH:7][C:8]([C:12](=[O:15])[CH:13]=[CH2:14])=[CH:9][CH:10]=2)[CH:5]=[CH:4][CH:3]=1 |f:2.3.4.5|. Procedure: 1-bromonaphthalene (0.42 g), acryloyl chloride (0.31 g), and aluminium chloride (0.27 g) were treated in the same manner as described in Example 1 to obtain the title compound (22 mg). The reactants are O=C(Br)CBr, CCN(C(C)C)C(C)C, ClCCl, Cc1cc(C#N)cc2nc(-c3ccc(N)cc3)oc12. The product is Cc1cc(C#N)cc2nc(-c3ccc(NC(=O)CBr)cc3)oc12. RXN SMILES: [Br:29][CH2:30][C:31](=[O:32])[Br:33].[CH:20]([N:21]([CH:22]([CH3:23])[CH3:24])[CH2:25][CH3:26])([CH3:27])[CH3:28].[Cl:34][CH2:35][Cl:36].[NH2:1][c:2]1[cH:3][cH:4][c:5](-[c:8]2[o:9][c:10]3[c:11]([n:12]2)[cH:13][c:14]([C:18]#[N:19])[cH:15][c:16]3[CH3:17])[cH:6][cH:7]1>>[NH:1]([c:2]1[cH:3][cH:4][c:5](-[c:8]2[o:9][c:10]3[c:11]([n:12]2)[cH:13][c:14]([C:18]#[N:19])[cH:15][c:16]3[CH3:17])[cH:6][cH:7]1)[C:31]([CH2:30][Br:29])=[O:32]. The reactants are CC1=CC(=NO1)C(=O)C(C(=O)OC(C)(C)C)CCCCC(=O)OCC (1-tert-butyl 7-ethyl 2-[(5-methyl-3-isoxazolyl)carbonyl]heptanedioate). The solvent is FC(C(=O)O)(F)F (trifluoroacetic acid). Reported procedure: A solution of 1-tert-butyl 7-ethyl 2-[(5-methyl-3-isoxazolyl)carbonyl]heptanedioate (126 mg) in trifluoroacetic acid (1 mL) was stirred for 1.5 hour at room temperature. The volatile was evaporated off, and azeotroped with toluene to give 7-ethoxy-2-[(5-methyl-3-isoxazolyl)carbonyl]-7-oxoheptanoic acid as a pale orange oil (106 mg). The product is C(C)OC(CCCCC(C(=O)O)C(=O)C1=NOC(=C1)C)=O (7-ethoxy-2-[(5-methyl-3-isoxazolyl)carbonyl]-7-oxoheptanoic acid). The yield is 100.0%. RXN SMILES: [CH3:1][C:2]1[O:6][N:5]=[C:4]([C:7]([CH:9]([CH2:17][CH2:18][CH2:19][CH2:20][C:21]([O:23][CH2:24][CH3:25])=[O:22])[C:10]([O:12]C(C)(C)C)=[O:11])=[O:8])[CH:3]=1>FC(F)(F)C(O)=O>[CH2:24]([O:23][C:21](=[O:22])[CH2:20][CH2:19][CH2:18][CH2:17][CH:9]([C:7]([C:4]1[CH:3]=[C:2]([CH3:1])[O:6][N:5]=1)=[O:8])[C:10]([OH:12])=[O:11])[CH3:25]. Starting materials: C1CCOC1 (THF), [OH-].[Na+] (NaOH), Cl (HCl), C(#N)N=C(NCC(C)C1=CC(=C(C=C1)OC(F)F)OC1COCC1)NCC(OC)OC ((±)-N"-cyano-N-[2-[4-(difluoromethoxy)-3-[(tetrahydro-3-furanyl)oxy]phenyl]propyl]-N'-(2,2-dimethoxyethyl)guanidine). The solvent is O (water), O1CCOCC1 (1,4-dioxane), O1CCOCC1 (1,4-dioxane). The product is FC(OC1=C(C=C(C=C1)C(CN1C(NC=C1)=NC#N)C)OC1COCC1)F ((±)-[1-[2-[4-(difluoromethoxy)-3-[(tetrahydro-3-furanyl)oxy]phenyl]-propyl]-1,3-dihydro-2H-imidazol-2-ylidene]cyanamide). Yield: 15.7%. Reaction SMILES: Cl.[C:2]([N:4]=[C:5]([NH:26][CH2:27][CH:28](OC)OC)[NH:6][CH2:7][CH:8]([C:10]1[CH:15]=[CH:14][C:13]([O:16][CH:17]([F:19])[F:18])=[C:12]([O:20][CH:21]2[CH2:25][CH2:24][O:23][CH2:22]2)[CH:11]=1)[CH3:9])#[N:3].C1COCC1.[OH-].[Na+]>O1CCOCC1.O>[F:18][CH:17]([F:19])[O:16][C:13]1[CH:14]=[CH:15][C:10]([CH:8]([CH3:9])[CH2:7][N:6]2[CH:28]=[CH:27][NH:26][C:5]2=[N:4][C:2]#[N:3])=[CH:11][C:12]=1[O:20][CH:21]1[CH2:25][CH2:24][O:23][CH2:22]1 |f:3.4|. Procedure: HCl 0.5 N (0.0162 mol) was added dropwise to a solution of intermediate 12 (0.0108 mol) in 1,4-dioxane (20 ml), stirred and cooled in an ice-bath. The reaction mixture was stirred for 2 days at RT. (As an alternative, 1,4-dioxane may be replaced by THF and the reaction mixture may be refluxed for 1 hour instead of stirring 2 days at RT). The reaction mixture was treated with water, alkalized with a dilute NaOH solution, then extracted with ethylacetate. The separated organic layer was dried, fil... Starting materials: O=C=Nc1ccc(Br)cc1, NNC(=O)CC1CN(C(=O)C2CC2)C1, ClCCl. Yields the product O=C(CC1CN(C(=O)C2CC2)C1)NNC(=O)Nc1ccc(Br)cc1. RXN SMILES: [Br:15][c:16]1[cH:17][cH:18][c:19]([N:22]=[C:23]=[O:24])[cH:20][cH:21]1.[CH:1]1([C:4](=[O:5])[N:6]2[CH2:7][CH:8]([CH2:10][C:11](=[O:12])[NH:13][NH2:14])[CH2:9]2)[CH2:2][CH2:3]1.[Cl:25][CH2:26][Cl:27]>>[CH:1]1([C:4](=[O:5])[N:6]2[CH2:7][CH:8]([CH2:10][C:11](=[O:12])[NH:13][NH:14][C:23]([NH:22][c:19]3[cH:18][cH:17][c:16]([Br:15])[cH:21][cH:20]3)=[O:24])[CH2:9]2)[CH2:2][CH2:3]1. RXN SMILES: [CH2:1]1[O:11][C:10]2[C:3](=[C:4]([CH:7]=[CH:8][CH:9]=2)[CH:5]=[O:6])[O:2]1.C(=O)([O-])[O-:13].[K+].[K+].OO>CO>[CH2:1]1[O:11][C:10]2[C:3](=[C:4]([CH:7]=[CH:8][CH:9]=2)[C:5]([OH:13])=[O:6])[O:2]1 |f:1.2.3|. Solvent: CO (methanol). The yield is 96.5%. Reactants: C1OC2=C(C=O)C=CC=C2O1 (2,3-(methylenedioxy)benzaldehyde), C([O-])([O-])=O.[K+].[K+] (potassium carbonate), OO (hydrogen peroxide). Product: C1OC2=C(C(=O)O)C=CC=C2O1 (2,3-(methylenedioxy)benzoic acid). Procedure details: A solution of 2,3-(methylenedioxy)benzaldehyde (160mg, 1.06mmol), potassium carbonate (960 mg, 6.9 mmol) and 2.4mL of hydrogen peroxide (30-32 wt.% solution in water) in 10 mL of methanol was stirred for 16 hours at room temperature. The mixture was washed with diethyl ether. The water layer was acidified with 1 N aq. HCl to pH>1, then extracted with ethyl acetate. The organic layer was dried over MgSO4, then concentrated to give the desired product (170mg, 96%). EI-MS (m/z) 164.8 (M−). Reactants: COC(=O)C1CC(=O)N(C(C)C)C1, CCO. Product: CC(C)N1CC(CO)CC1=O. RXN SMILES: [C:1](=[O:2])([O:3][CH3:4])[CH:5]1[CH2:6][C:7](=[O:13])[N:8]([CH:10]([CH3:11])[CH3:12])[CH2:9]1.[CH3:14][CH2:15][OH:16]>>[CH2:1]([OH:2])[CH:5]1[CH2:6][C:7](=[O:13])[N:8]([CH:10]([CH3:11])[CH3:12])[CH2:9]1. Run at time 1 hour. Procedure details: Ethyl N-carbobenzoxy-N-(diisobutylthiophosphinylmethyl)glycine (4 g., 0.009 mole) was dissolved in 10 ml. of 35% hydrogen bromide in glacial acetic acid at 0° C. The mixture was stirred for one hour. Ether was added and the oily precipitate isolated by decanting the ether layer. The oil was washed twice with diethyl ether and then suspended in benzene and treated with propylene oxide. The solution was concentrated in vacuo to yield ethyl N-(diisobutylthiophosphinylmethyl)glycine (0.3 g., 0.001 m... The solvent is C(C)(=O)O (acetic acid). Yields the product C(C)N(CC(=O)O)CP(=S)(CC(C)C)CC(C)C (ethyl N-(diisobutylthiophosphinylmethyl)glycine). The reactants are C(C)C(N(CP(=S)(CC(C)C)CC(C)C)C(=O)OCC1=CC=CC=C1)C(=O)O (Ethyl N-carbobenzoxy-N-(diisobutylthiophosphinylmethyl)glycine), Br (hydrogen bromide), CCOCC (Ether). RXN SMILES: C([CH:3]([C:26]([OH:28])=[O:27])[N:4]([C:16](OCC1C=CC=CC=1)=O)[CH2:5][P:6]([CH2:12][CH:13]([CH3:15])[CH3:14])([CH2:8][CH:9]([CH3:11])[CH3:10])=[S:7])C.Br.[CH3:30]COCC>C(O)(=O)C>[CH2:16]([N:4]([CH2:5][P:6]([CH2:12][CH:13]([CH3:15])[CH3:14])([CH2:8][CH:9]([CH3:11])[CH3:10])=[S:7])[CH2:3][C:26]([OH:28])=[O:27])[CH3:30]. Starting materials: C[O-].[Na+] (sodium methoxide), CC1(OC(C(O1)CC(CC(=O)OC(C)(C)C)=O)=O)C (tert.-butyl 4-(2,2-dimethyl-5-oxo-1,3-dioxolan-4-yl)-3-oxobutanoate), Cl (hydrochloric acid). Run in C1(=CC=CC=C1)C (toluene). Conditions: temperature 0 celsius, time 30 minute. Yields the product OC(C(=O)OC)CC(CC(=O)OC(C)(C)C)=O (1-methyl 6-tert.-butyl 2-hydroxy-4-oxoadipate). The yield is 89.6%. RXN SMILES: C[C:2]1(C)[O:6][CH:5]([CH2:7][C:8](=[O:17])[CH2:9][C:10]([O:12][C:13]([CH3:16])([CH3:15])[CH3:14])=[O:11])[C:4](=[O:18])[O:3]1.C[O-].[Na+].Cl>C1(C)C=CC=CC=1>[OH:6][CH:5]([CH2:7][C:8](=[O:17])[CH2:9][C:10]([O:12][C:13]([CH3:15])([CH3:14])[CH3:16])=[O:11])[C:4]([O:3][CH3:2])=[O:18] |f:1.2|. Procedure details: To a solution of tert.-butyl 4-(2,2-dimethyl-5-oxo-1,3-dioxolan-4-yl)-3-oxobutanoate (16.30 g, 60.08 mmol) in toluene (120.0 ml) which had been cooled to 0° C., sodium methoxide (1M in methanol) (60.3 ml) was dropwise added in an argon atmosphere. After stirring the solution at 0° C. for 30 minutes, 1N hydrochloric acid (160.5 ml) was dropwise added and the mixture was stirred for 10 minutes at 0° C. Most of the organic solvent was evaporated off under reduced pressure, and the residual mixture ...